Task: describe an organic reaction: reactants, conditions, products, and yield. Dataset: the Open Reaction Database (ORD), a public repository of structured organic reaction records Procedure: Proline (1 g, 8.68 mmol) and acetic acid (20 mL) were mixed together and heated at 150° C. in a microwave for two hours. The excess acetic acid was removed using a rotary evaporator. The residue was stirred in MTBE at ambient temperature until a solid precipitated. The mixture was filtered and the solid was washed with MTBE. The solid was dried in a vacuum oven at 60° C. The product was obtained as a white solid (1.12 g, 82.5%). 1H NMR (500 MHz, DMSO-d6) δ ppm 1.77-1.95 (m, 4H), 1.97 (s, 2H), 2.... Yields the product C(C)(=O)N1[C@H](C(=O)O)CCC1 (N-Acetyl Proline). As a reaction SMILES: [NH:1]1[CH2:8][CH2:7][CH2:6][C@H:2]1[C:3]([OH:5])=[O:4].[C:9](O)(=[O:11])[CH3:10]>>[C:9]([N:1]1[CH2:8][CH2:7][CH2:6][C@H:2]1[C:3]([OH:5])=[O:4])(=[O:11])[CH3:10]. Reaction conditions: temperature 150 celsius. Reactants: N1[C@H](C(=O)O)CCC1 (Proline), C(C)(=O)O (acetic acid). Isolated yield 82.5%. Reactants: Brc1ccccc1, O=C([O-])[O-], [K+], [K+], CN(C)C=O, O, c1ccc2[nH]ccc2c1. Yields the product c1ccc(-n2ccc3ccccc32)cc1. As a reaction SMILES: [Br:10][c:11]1[cH:12][cH:13][cH:14][cH:15][cH:16]1.[C:17](=[O:18])([O-:19])[O-:20].[K+:21].[K+:22].[O:23]=[CH:24][N:25]([CH3:26])[CH3:27].[OH2:28].[nH:1]1[cH:2][cH:3][c:4]2[cH:5][cH:6][cH:7][cH:8][c:9]12>>[n:1]1(-[c:11]2[cH:12][cH:13][cH:14][cH:15][cH:16]2)[cH:2][cH:3][c:4]2[cH:5][cH:6][cH:7][cH:8][c:9]12. Starting materials: CC(C)CNC1=C(C=CC(=C1)C(F)(F)F)F, CCOC(=O)C1CC1C(=O)C2=C(C=C(C=N2)Br)OC. Reagents/catalysts: C(=O)([O-])[O-].[Cs+].[Cs+], C1=CC=C(C=C1)P(C2=CC=CC=C2)C3=C(C4=CC=CC=C4C=C3)C5=C(C=CC6=CC=CC=C65)P(C7=CC=CC=C7)C8=CC=CC=C8, CC(=O)O.CC(=O)O.[Pd]. The solvent is CC1=CC=CC=C1. Reaction conditions: temperature 110 celsius. Product: CC(C)CN(C1=CC(=C(N=C1)C(=O)[C@H]2C[C@@H]2C(=O)O)OC)C3=C(C=CC(=C3)C(F)(F)F)F. Isolated yield 29.1%. Procedure details: (allt satsas i Toluen, N2 bubblar) start 09-jun-2014 19:51:32 +0200. LCMS-1 1600 nästa em ser bra ut, hittar inga SM, får svalna - bryter. Späder med 30 ml etoac, filtrerar genom SiO plugg, evap. evap två gånger ur 30 ml THF, LCMS-2 visar P  10-jun-2014 19:15:25 +0200 löser i 20 ml THF, 10 ml MeOH, adderar LiOH(758 mg löst i 20 ml aq) - lösning, rör rt. Kl 1951 kör LCMS-3, ser riktigt bra ut, inga SM kvar ser det ut som. Ser ingen substitution F mot MeO. Kl 20.20 quench med 2 ml HOAc, evap hårt,... Yield: 95.0%. Yields the product C(C(=C)C)(=O)OCCN=C=O (2-Isocyanatoethyl Methacrylate). Reaction conditions: temperature 0 celsius, time 2 minute. Procedure details: A 3-liter jacketed reactor vessel was charged with 100 ml of methylene chloride and cooled to approximately 0° C. A solution of 2-isopropenyl-2-oxazoline (100 g) in 177 ml of water, a solution of phosgene (131.5 g) in 400 ml of methylene chloride, and a solution of 35 weight percent sodium hydroxide in water were added simultaneously to the reaction vessel with stirring and cooling. The rates of addition were such that the three reagents were added over approximately a 50 minute time span with t... Reaction SMILES: [C:1]([C:4]1[O:5][CH2:6][CH2:7][N:8]=1)([CH3:3])=[CH2:2].[C:9](Cl)(Cl)=[O:10].[OH-:13].[Na+]>O.C(Cl)Cl>[C:4]([O:5][CH2:6][CH2:7][N:8]=[C:9]=[O:10])(=[O:13])[C:1]([CH3:3])=[CH2:2] |f:2.3|. The reactants are C(=C)(C)C=1OCCN1 (2-isopropenyl-2-oxazoline), C(=O)(Cl)Cl (phosgene), [OH-].[Na+] (sodium hydroxide). Run in C(Cl)Cl (methylene chloride), O (water), C(Cl)Cl (methylene chloride), O (water).